describe an organic reaction: reactants, conditions, products, and yield From a dataset of the Open Reaction Database (ORD), a public repository of structured organic reaction records. Reactants: OC[C@H](C)NC1=NC=C2CCN(CC2=C1)C(=O)OC(C)(C)C ((S)-tert-butyl 7-(1-hydroxypropan-2-ylamino)-3,4-dihydro-2,6-naphthyridine-2(1H)-carboxylate), C(=O)(C(F)(F)F)O (TFA). The product is FC(C(=O)O)(F)F.C1=NC(=CC=2CNCCC12)N[C@H](CO)C ((S)-2-(5,6,7,8-tetrahydro-2,6-naphthyridin-3-ylamino)propan-1-ol 2,2,2-trifluoroacetate). RXN SMILES: [OH:1][CH2:2][C@@H:3]([NH:5][C:6]1[CH:15]=[C:14]2[C:9]([CH2:10][CH2:11][N:12](C(OC(C)(C)C)=O)[CH2:13]2)=[CH:8][N:7]=1)[CH3:4].[C:23]([OH:29])([C:25]([F:28])([F:27])[F:26])=[O:24]>>[F:26][C:25]([F:28])([F:27])[C:23]([OH:29])=[O:24].[CH:8]1[C:9]2[CH2:10][CH2:11][NH:12][CH2:13][C:14]=2[CH:15]=[C:6]([NH:5][C@@H:3]([CH3:4])[CH2:2][OH:1])[N:7]=1 |f:2.3|. Procedure: A solution of 326 (56 mg, 0.18 mmol) and TFA (2 mL) and was stirred at RT for 45 min. The reaction was concentrated to provide crude (S)-2-(5,6,7,8-tetrahydro-2,6-naphthyridin-3-ylamino)propan-1-ol 2,2,2-trifluoroacetate (328) which was used in the nest step without further purification. Starting materials: BrC=1C=C2C(=C(C=NC2=CC1)C(=O)C1CC1)NC1=CC=C(C=C1)C(CN(C)C)O ({6-bromo-4-[4-(2-(dimethylamino)-1-hydroxyethyl)phenylamino]quinolin-3-yl}(cyclopropyl)methanone), ClC1=C(C(=CC(=C1)B1OC(C(O1)(C)C)(C)C)F)O (2-chloro-6-fluoro-4-(4,4,5,5-tetramethyl-1,3,2-dioxaborolan-2-yl)phenol). The product is ClC=1C=C(C=C(C1O)F)C=1C=C2C(=C(C=NC2=CC1)C(=O)C1CC1)NC1=CC=C(C=C1)C(CN(C)C)O ({6-(3-Chloro-5-fluoro-4-hydroxyphenyl)-4-[4-(2-(dimethylamino)-1-hydroxyethyl)phenylamino]quinolin-3-yl}(cyclopropyl)methanone). The yield is 40.2%. RXN SMILES: Br[C:2]1[CH:3]=[C:4]2[C:9](=[CH:10][CH:11]=1)[N:8]=[CH:7][C:6]([C:12]([CH:14]1[CH2:16][CH2:15]1)=[O:13])=[C:5]2[NH:17][C:18]1[CH:23]=[CH:22][C:21]([CH:24]([OH:29])[CH2:25][N:26]([CH3:28])[CH3:27])=[CH:20][CH:19]=1.[Cl:30][C:31]1[CH:36]=[C:35](B2OC(C)(C)C(C)(C)O2)[CH:34]=[C:33]([F:46])[C:32]=1[OH:47]>>[Cl:30][C:31]1[CH:36]=[C:35]([C:2]2[CH:3]=[C:4]3[C:9](=[CH:10][CH:11]=2)[N:8]=[CH:7][C:6]([C:12]([CH:14]2[CH2:16][CH2:15]2)=[O:13])=[C:5]3[NH:17][C:18]2[CH:19]=[CH:20][C:21]([CH:24]([OH:29])[CH2:25][N:26]([CH3:28])[CH3:27])=[CH:22][CH:23]=2)[CH:34]=[C:33]([F:46])[C:32]=1[OH:47]. Procedure details: Following general procedure A-1, {6-bromo-4-[4-(2-(dimethylamino)-1-hydroxyethyl)phenylamino]quinolin-3-yl}(cyclopropyl)methanone (50 mg, 0.110 mmol) was reacted with 2-chloro-6-fluoro-4-(4,4,5,5-tetramethyl-1,3,2-dioxaborolan-2-yl)phenol (30 mg, 0.165 mmol) to afford the desired product (23 mg, 40%) as a yellow solid: 1H NMR (500 MHz, CD3OD+TFA-d) 9.41 (s, 1H), 8.22 (dd, J=8.8, 2.0 Hz, 1H), 8.02 (d, J=8.8 Hz, 2H), 7.66 (d, J=8.0 Hz, 2H), 7.49 (d, J=8.0 Hz, 2H), 7.23 (s, 1H), 7.09-7.02 (m, 1H), ... Starting materials: [Li+].[OH-] (LiOH), C(C)(=O)O[C@H]1C[C@H]2CC[C@H]3[C@@H]4CC[C@H]([C@@H](CCC(=O)OC)C)[C@]4([C@H](C[C@@H]3[C@]2(CC1)C)O)C (Methyl 3α-acetoxy-12α-hydroxy-5β-cholan-24-oate). The solvent is O (H2O), C1CCOC1 (THF), CO (MeOH). Conditions: temperature 50 celsius, time 3.5 hour. Product: C[C@H](CCC(=O)O)[C@H]1CC[C@@H]2[C@@]1([C@H](C[C@H]3[C@H]2CC[C@H]4[C@@]3(CC[C@H](C4)O)C)O)C (deoxycholic acid). Yield: 91.8%. Reaction SMILES: [Li+].[OH-].C([O:6][C@@H:7]1[CH2:31][CH2:30][C@@:29]2([CH3:32])[C@H:9]([CH2:10][CH2:11][C@@H:12]3[C@@H:28]2[CH2:27][C@H:26]([OH:33])[C@@:25]2([CH3:34])[C@H:13]3[CH2:14][CH2:15][C@@H:16]2[C@H:17]([CH3:24])[CH2:18][CH2:19][C:20]([O:22]C)=[O:21])[CH2:8]1)(=O)C>O.C1COCC1.CO>[CH3:24][C@@H:17]([C@@H:16]1[C@@:25]2([CH3:34])[C@@H:26]([OH:33])[CH2:27][C@@H:28]3[C@@:29]4([CH3:32])[CH2:30][CH2:31][C@@H:7]([OH:6])[CH2:8][C@H:9]4[CH2:10][CH2:11][C@H:12]3[C@@H:13]2[CH2:14][CH2:15]1)[CH2:18][CH2:19][C:20]([OH:22])=[O:21] |f:0.1|. Reported procedure: A solution of LiOH (187 mg, 4.4 mmol) in H2O (2.0 mL) was added to a solution of compound 2.1a (500 mg, 1.11 mmol) in THF (8 mL) and MeOH (8 mL). The resulting mixture was stirred for 3-4 h 50° C. Upon complete disappearance of the starting material by TLC, the reaction mixture was concentrated under vacuum. A mixture of water (10 mL) and 3 N HCl (1 mL) were combined and cooled to 0° C. and then added to the crude product. After stirring for 1 h at 0° C., the precipitated solids were filtered an... Reactants: C1CCOC1, [CH2]C, CCOC(C)=O, O=Cc1ccccc1, Cl. Product: CCOC(=O)CC(O)c1ccccc1. RXN SMILES: [CH2:18]1[O:19][CH2:20][CH2:21][CH2:22]1.[CH2:1][CH3:2].[CH3:12][CH2:13][O:14][C:15]([CH3:16])=[O:17].[CH:3](=[O:4])[c:5]1[cH:6][cH:7][cH:8][cH:9][cH:10]1.[ClH:11]>>[CH:3]([OH:4])([c:5]1[cH:6][cH:7][cH:8][cH:9][cH:10]1)[CH2:16][C:15]([O:14][CH2:13][CH3:12])=[O:17].